This data is from the Open Reaction Database (ORD), a public repository of structured organic reaction records. The task is: describe an organic reaction: reactants, conditions, products, and yield The reactants are CC(=O)Nc1ccc2c(C=C(C(N)=O)c3ccccc3)c[nH]c2n1, CO, [Na], O. Product: NC(=O)C(=Cc1c[nH]c2nc(N)ccc12)c1ccccc1. Reaction SMILES: [C:1](=[O:2])([CH3:3])[NH:4][c:5]1[cH:6][cH:7][c:8]2[c:9]([n:10]1)[nH:11][cH:12][c:13]2[CH:14]=[C:15]([C:16](=[O:17])[NH2:18])[c:19]1[cH:20][cH:21][cH:22][cH:23][cH:24]1.[CH3:27][OH:28].[Na:26].[OH2:25]>>[NH2:4][c:5]1[cH:6][cH:7][c:8]2[c:9]([n:10]1)[nH:11][cH:12][c:13]2[CH:14]=[C:15]([C:16](=[O:17])[NH2:18])[c:19]1[cH:20][cH:21][cH:22][cH:23][cH:24]1. Starting materials: C(#N)C[C@H](CC(C)C)NC(=O)C1=CC2=C(N(C(=N2)CC=2SC=CC2)C(CC)CC)C=C1 (1-(1-ethyl-propyl)-2-thiophen-2-ylmethyl-1H-benzoimidazole-5-carboxylic acid ((S)-1-cyanomethyl-3-methyl-butyl)-amide), FC(C(=O)NN)(F)F (trifluoroacetic acid hydrazide), C([O-])([O-])=O.[K+].[K+] (potassium carbonate). Solvent: C(C)O (ethanol). Run at temperature 200 celsius. The product is CC(C[C@@H](CC1=NNC(=N1)C(F)(F)F)NC(=O)C1=CC2=C(N(C(=N2)CC=2SC=CC2)C(CC)CC)C=C1)C (1-(1-ethyl-propyl)-2-thiophen-2-ylmethyl-1H-benzoimidazole-5-carboxylic acid [(S)-3-methyl-1-(5-trifluoromethyl-1H-[1,2,4]triazol-3-ylmethyl)-butyl]-amide). Yield: 9.6%. Reaction SMILES: [C:1]([CH2:3][C@@H:4]([NH:9][C:10]([C:12]1[CH:31]=[CH:30][C:15]2[N:16]([CH:25]([CH2:28][CH3:29])[CH2:26][CH3:27])[C:17]([CH2:19][C:20]3[S:21][CH:22]=[CH:23][CH:24]=3)=[N:18][C:14]=2[CH:13]=1)=[O:11])[CH2:5][CH:6]([CH3:8])[CH3:7])#[N:2].[F:32][C:33]([F:39])([F:38])[C:34]([NH:36][NH2:37])=O.C(=O)([O-])[O-].[K+].[K+]>C(O)C>[CH3:8][CH:6]([CH3:7])[CH2:5][C@H:4]([NH:9][C:10]([C:12]1[CH:31]=[CH:30][C:15]2[N:16]([CH:25]([CH2:28][CH3:29])[CH2:26][CH3:27])[C:17]([CH2:19][C:20]3[S:21][CH:22]=[CH:23][CH:24]=3)=[N:18][C:14]=2[CH:13]=1)=[O:11])[CH2:3][C:1]1[N:2]=[C:34]([C:33]([F:39])([F:38])[F:32])[NH:36][N:37]=1 |f:2.3.4|. Procedure: A mixture of 50 mg 1-(1-ethyl-propyl)-2-thiophen-2-ylmethyl-1H-benzoimidazole-5-carboxylic acid ((S)-1-cyanomethyl-3-methyl-butyl)-amide, 45 mg of trifluoroacetic acid hydrazide and 4 mg of potassium carbonate in 0.6 ml of ethanol was heated to 200° C. in a microwave reactor for 24 h. The solvent was removed and the residue was purified by HPLC to obtain 6 mg (10%) of 1-(1-ethyl-propyl)-2-thiophen-2-ylmethyl-1H-benzoimidazole-5-carboxylic acid [(S)-3-methyl-1-(5-trifluoromethyl-1H-[1,2,4]triazol...